This data is from the Open Reaction Database (ORD), a public repository of structured organic reaction records. The task is: describe an organic reaction: reactants, conditions, products, and yield Reactants: Brc1cccc2[nH]ccc12, CC(=O)[O-], COCCOC, Clc1cnccn1, ClCCl, [K+], [Na+], O=C([O-])O, O, Cl[Pd]Cl. The product is c1cc(-c2cnccn2)c2cc[nH]c2c1. Reaction SMILES: [Br:1][c:2]1[c:3]2[cH:4][cH:5][nH:6][c:7]2[cH:8][cH:9][cH:10]1.[CH3:12][C:13](=[O:14])[O-:15].[CH3:28][O:29][CH2:30][CH2:31][O:32][CH3:33].[Cl:21][c:22]1[n:23][cH:24][cH:25][n:26][cH:27]1.[Cl:34][CH2:35][Cl:36].[K+:11].[Na+:20].[O-:16][C:17]([OH:18])=[O:19].[OH2:40].[Pd:37]([Cl:38])[Cl:39]>>[c:2]1(-[c:22]2[n:23][cH:24][cH:25][n:26][cH:27]2)[c:3]2[cH:4][cH:5][nH:6][c:7]2[cH:8][cH:9][cH:10]1. Reactants: CO, Cc1c(N)c([N+](=O)[O-])cc2c1C(=O)N(C1CCN(C)CC1)C2=O. Product: Cc1c(N)c(N)cc2c1C(=O)N(C1CCN(C)CC1)C2=O. RXN SMILES: [CH3:24][OH:25].[NH2:1][c:2]1[c:3]([CH3:23])[c:4]2[c:8]([cH:9][c:10]1[N+:11]([O-:12])=[O:13])[C:7](=[O:14])[N:6]([CH:15]1[CH2:16][CH2:17][N:18]([CH3:21])[CH2:19][CH2:20]1)[C:5]2=[O:22]>>[NH2:1][c:2]1[c:3]([CH3:23])[c:4]2[c:8]([cH:9][c:10]1[NH2:11])[C:7](=[O:14])[N:6]([CH:15]1[CH2:16][CH2:17][N:18]([CH3:21])[CH2:19][CH2:20]1)[C:5]2=[O:22].